Dataset: the Open Reaction Database (ORD), a public repository of structured organic reaction records. Task: describe an organic reaction: reactants, conditions, products, and yield Starting materials: CN(CC(=O)[O-])C(=O)OCc1ccccc1, CCN=C=NCCCN(C)C, CN(C)c1ccncc1, ClCCl, CC(C)(C)OC(=O)N1CC(N)C1. Product: CN(CC(=O)NC1CN(C(=O)OC(C)(C)C)C1)C(=O)OCc1ccccc1. Reaction SMILES: [CH2:1]([c:2]1[cH:3][cH:4][cH:5][cH:6][cH:7]1)[O:8][C:9](=[O:10])[N:11]([CH2:12][C:13](=[O:14])[O-:15])[CH3:16].[CH3:17][CH2:18][N:19]=[C:20]=[N:21][CH2:22][CH2:23][CH2:24][N:25]([CH3:26])[CH3:27].[CH3:43][N:44]([c:45]1[cH:46][cH:47][n:48][cH:49][cH:50]1)[CH3:51].[Cl:40][CH2:41][Cl:42].[NH2:28][CH:29]1[CH2:30][N:31]([C:33](=[O:34])[O:35][C:36]([CH3:37])([CH3:38])[CH3:39])[CH2:32]1>>[CH2:1]([c:2]1[cH:3][cH:4][cH:5][cH:6][cH:7]1)[O:8][C:9](=[O:10])[N:11]([CH2:12][C:13](=[O:15])[NH:28][CH:29]1[CH2:30][N:31]([C:33](=[O:34])[O:35][C:36]([CH3:37])([CH3:38])[CH3:39])[CH2:32]1)[CH3:16].